Dataset: the Open Reaction Database (ORD), a public repository of structured organic reaction records. Task: describe an organic reaction: reactants, conditions, products, and yield Starting materials: CNN (methyl hydrazine), BrC1=CC2=C(N(C(=N2)CCC(=O)C2=CC(=CC=C2)F)CC)C=C1 (3-(5-Bromo-1-ethyl-1H-benzoimidazol-2-yl)-1-(3-fluoro-phenyl)-propan-1-one), CN(C)C(N(C)C)N(C)C (tris(dimethylamino)methane). The solvent is CCO (EtOH). Run at temperature 60 celsius. The product is BrC1=CC2=C(N(C(=N2)CC=2C(=NN(C2)C)C2=CC(=CC=C2)F)CC)C=C1 (5-bromo-1-ethyl-2-[3-(3-fluoro-phenyl)-1-methyl-1H-pyrazol-4-ylmethyl]-1H-benzoimidazole), BrC1=CC2=C(N(C(=N2)CC=2C=NN(C2C2=CC(=CC=C2)F)C)CC)C=C1 (5-bromo-1-ethyl-2-[5-(3-fluoro-phenyl)-1-methyl-1H-pyrazol-4-ylmethyl]-1H-benzoimidazole). As a reaction SMILES: [Br:1][C:2]1[CH:23]=[CH:22][C:5]2[N:6]([CH2:20][CH3:21])[C:7]([CH2:9][CH2:10][C:11]([C:13]3[CH:18]=[CH:17][CH:16]=[C:15]([F:19])[CH:14]=3)=O)=[N:8][C:4]=2[CH:3]=1.[CH3:24][N:25]([CH:27]([N:31]([CH3:33])C)N(C)C)C.[CH3:34][NH:35]N>CCO>[Br:1][C:2]1[CH:23]=[CH:22][C:5]2[N:6]([CH2:20][CH3:21])[C:7]([CH2:9][C:10]3[C:11]([C:13]4[CH:18]=[CH:17][CH:16]=[C:15]([F:19])[CH:14]=4)=[N:35][N:25]([CH3:27])[CH:24]=3)=[N:8][C:4]=2[CH:3]=1.[Br:1][C:2]1[CH:23]=[CH:22][C:5]2[N:6]([CH2:20][CH3:21])[C:7]([CH2:9][C:10]3[CH:34]=[N:35][N:31]([CH3:33])[C:11]=3[C:13]3[CH:18]=[CH:17][CH:16]=[C:15]([F:19])[CH:14]=3)=[N:8][C:4]=2[CH:3]=1. Procedure details: A mixture of 3-(5-Bromo-1-ethyl-1H-benzoimidazol-2-yl)-1-(3-fluoro-phenyl)-propan-1-one (0.1 g, 0.27 mmol) and tris(dimethylamino)methane (0.077 g, 0.54 mmol) is heated at 60° C. in a sealed tube for 6 hours. The volatile material is removed in vacuo. EtOH (5 mL) and methyl hydrazine (1.1 mmol) are added to the residue. The mixture is heated at 120° C. for 2 hours. The solvent is removed. NaHCO3 (aq.) (10 mL) and DCM (30 mL) are added to the residue. The organic layer is separated and the aqueou... As a reaction SMILES: [CH:1]1[CH:6]=[C:5]2[C:7]3[N:22]=[C:21]([C:4]2=[CH:3][CH:2]=1)[N:20]=[C:19]1[C:23]2[C:28]([C:17](=[N:18]1)[N:16]=[C:15]1[C:29]4[C:34]([C:13](=[N:14]1)[N:12]=[C:11]1[C:35]5[C:40]([C:9](=[N:10]1)[N:8]=3)=[CH:39][CH:38]=[CH:37][CH:36]=5)=[CH:33][CH:32]=[CH:31][CH:30]=4)=[CH:27][CH:26]=[CH:25][CH:24]=2.[Cu:41].ClCl>>[CH:1]1[CH:6]=[C:5]([C:7]#[N:8])[C:4]([C:21]#[N:20])=[CH:3][CH:2]=1.[CH:38]1[CH:39]=[C:40]2[C:9]3[N:10]=[C:11]([C:35]2=[CH:36][CH:37]=1)[N:12]=[C:13]1[C:34]2[C:29]([C:15](=[N:14]1)[N:16]=[C:17]1[C:28]4[C:23]([C:19](=[N:18]1)[N:20]=[C:21]1[C:4]5[C:5]([C:7](=[N:22]1)[N:8]=3)=[CH:6][CH:1]=[CH:2][CH:3]=5)=[CH:24][CH:25]=[CH:26][CH:27]=4)=[CH:30][CH:31]=[CH:32][CH:33]=2.[Cu:41] |f:0.1,4.5|. The reactants are ClCl (chlorine), 100, C1=CC=C2C(=C1)C3=NC4=NC(=NC5=NC(=NC6=NC(=NC2=N3)C7=CC=CC=C76)C8=CC=CC=C85)C9=CC=CC=C94.[Cu] (copper phthalocyanine). Yields the product C1=CC=C(C(=C1)C#N)C#N (o-phthalodinitrile), copper-I chloride, C1=CC=C2C(=C1)C3=NC4=NC(=NC5=NC(=NC6=NC(=NC2=N3)C7=CC=CC=C76)C8=CC=CC=C85)C9=CC=CC=C94.[Cu] (CuPc). Procedure details: A mixture of 100 parts of the crude copper phthalocyanine mentioned in Example 11, 200 parts of a chlorine-free crude copper phthalocyanine which has been produced from o-phthalodinitrile and copper-I chloride by the solvent process, and 7.5 parts of a mixture of CuPc-- CH2N(C2H5)2 ]n, where n = 3.4 is milled for 20 hours in a ball mill. The milled material consists of agglomerates of up to 150 μm in size, made up of primary particles of 0.2 μm mean size. The BET surface area is 5 m2 /g. 50% of ...